The task is: describe an organic reaction: reactants, conditions, products, and yield. This data is from the Open Reaction Database (ORD), a public repository of structured organic reaction records. Starting materials: CN(C)c1cccc(N(CC(=O)O)S(=O)(=O)c2ccc(C(C)(C)C)cc2)c1, OCCNCc1ccccn1. Yields the product CN(C)c1cccc(N(CC(=O)N(CCO)Cc2ccccn2)S(=O)(=O)c2ccc(C(C)(C)C)cc2)c1. Reaction SMILES: [C:1]([CH3:2])([CH3:3])([CH3:4])[c:5]1[cH:6][cH:7][c:8]([S:11](=[O:12])(=[O:13])[N:14]([c:15]2[cH:16][c:17]([N:21]([CH3:22])[CH3:23])[cH:18][cH:19][cH:20]2)[CH2:24][C:25](=[O:26])[OH:27])[cH:9][cH:10]1.[n:28]1[c:29]([CH2:34][NH:35][CH2:36][CH2:37][OH:38])[cH:30][cH:31][cH:32][cH:33]1>>[C:1]([CH3:2])([CH3:3])([CH3:4])[c:5]1[cH:6][cH:7][c:8]([S:11](=[O:12])(=[O:13])[N:14]([c:15]2[cH:16][c:17]([N:21]([CH3:22])[CH3:23])[cH:18][cH:19][cH:20]2)[CH2:24][C:25](=[O:26])[N:35]([CH2:34][c:29]2[n:28][cH:33][cH:32][cH:31][cH:30]2)[CH2:36][CH2:37][OH:38])[cH:9][cH:10]1.